This data is from the Open Reaction Database (ORD), a public repository of structured organic reaction records. The task is: describe an organic reaction: reactants, conditions, products, and yield Reactants: C(CC)(=O)C1C(CC(C(C1=O)C)CC(C)SCC)=O (2-propionyl-5-(2-ethylthiopropyl)-4-methylcyclohexane-1,3-dione), C(C=C)ON (allyloxyamine), Cl (hydrochloric acid). The solvent is C(C)O (ethanol). Run at temperature 0 celsius, time 3 hour. Product: C(C=C)ONC(CC)=C1C(CC(C(C1=O)C)CC(C)SCC)=O (2-(1-allyloxyaminopropylidene)-5-(2-ethylthiopropyl)-4-methylcyclohexane-1,3-dione). The yield is 86.8%. RXN SMILES: [C:1]([CH:5]1[C:10](=[O:11])[CH:9]([CH3:12])[CH:8]([CH2:13][CH:14]([S:16][CH2:17][CH3:18])[CH3:15])[CH2:7][C:6]1=[O:19])(=O)[CH2:2][CH3:3].[CH2:20]([O:23][NH2:24])[CH:21]=[CH2:22].Cl>C(O)C>[CH2:20]([O:23][NH:24][C:1](=[C:5]1[C:10](=[O:11])[CH:9]([CH3:12])[CH:8]([CH2:13][CH:14]([S:16][CH2:17][CH3:18])[CH3:15])[CH2:7][C:6]1=[O:19])[CH2:2][CH3:3])[CH:21]=[CH2:22]. Procedure details: Into 10 ml of ethanol, 2.8 g of 2-propionyl-5-(2-ethylthiopropyl)-4-methylcyclohexane-1,3-dione was dissolved and 1 g of allyloxyamine was dropped thereto at 0° C. and the resulting solution was stirred at room temperature for 3 hours. After pouring the reaction solution into ice-cold water and acidifying the mixture with hydrochloric acid, the mixture was extracted with chloroform. The chloroform solution was washed with water and dried over anhydrous magnesium sulfate. The removal of chlorofor... Reactants: CCOC(=O)c1ccc(N)cc1, CCCCCCCCCCCC[Si](C)(C)CCCc1cc(S(=O)(=O)[O-])ccc1C, Cc1ccccc1, CCCCCCC, ClCCl. Yields the product CCCCCCCCCCCC[Si](C)(C)CCCNc1ccc(C(=O)OCC)cc1. RXN SMILES: [CH2:30]([CH3:31])[O:32][C:33]([c:34]1[cH:35][cH:36][c:37]([NH2:40])[cH:38][cH:39]1)=[O:41].[CH3:1][Si:2]([CH2:3][CH2:4][CH2:5][c:6]1[cH:7][c:8]([S:9]([O-:10])(=[O:11])=[O:12])[cH:13][cH:14][c:15]1[CH3:16])([CH2:17][CH2:18][CH2:19][CH2:20][CH2:21][CH2:22][CH2:23][CH2:24][CH2:25][CH2:26][CH2:27][CH3:28])[CH3:29].[CH3:42][c:43]1[cH:44][cH:45][cH:46][cH:47][cH:48]1.[CH3:49][CH2:50][CH2:51][CH2:52][CH2:53][CH2:54][CH3:55].[Cl:56][CH2:57][Cl:58]>>[CH3:1][Si:2]([CH2:3][CH2:4][CH2:5][NH:40][c:37]1[cH:36][cH:35][c:34]([C:33]([O:32][CH2:30][CH3:31])=[O:41])[cH:39][cH:38]1)([CH2:17][CH2:18][CH2:19][CH2:20][CH2:21][CH2:22][CH2:23][CH2:24][CH2:25][CH2:26][CH2:27][CH3:28])[CH3:29]. Starting materials: OC(=O)CCCC[C@@H]1SC[C@@H]2NC(=O)N[C@H]12 (Biotin), OC(=O)CCCC[C@@H]1SC[C@@H]2NC(=O)N[C@H]12 (biotin), OC(=O)CCCC[C@@H]1SC[C@@H]2NC(=O)N[C@H]12 (biotin), CN(C1=CC=C(C=CC=O)C=C1)C (4-dimethylaminocinnamaldehyde), N-hydroxy succinimidyl ester, OC(=O)CCCC[C@@H]1SC[C@@H]2NC(=O)N[C@H]12 (biotin), OC(=O)CCCC[C@@H]1SC[C@@H]2NC(=O)N[C@H]12 (biotin), OC(=O)CCCC[C@@H]1SC[C@@H]2NC(=O)N[C@H]12 (biotin), NCCCCON=C(C)OCC (Ethyl N-[(4-aminobutyl)oxy]acetimidate), ON1C(CCC1=O)=O (N-hydroxy succinimide), C1(CCCCC1)N=C=NC1CCCCC1 (dicyclohexyl carbodiimide), OC(=O)CCCC[C@@H]1SC[C@@H]2NC(=O)N[C@H]12 (biotin). The solvent is C(Cl)(Cl)Cl (chloroform), CN(C=O)C (dimethyl formamide), C(C)O (ethanol), C(Cl)(Cl)Cl (chloroform), CO (methanol), CN(C=O)C (DMF), CO (methanol). Conditions: time 48 hour. The product is C(CCCC[C@@H]1SC[C@@H]2NC(=O)N[C@H]12)(=O)NCCCCON=C(C)OCC (Ethyl N-[(4-biotinamidobutyl)oxy]acetimidate). The yield is 26.1%. Reaction SMILES: O[C:2]([CH2:4][CH2:5][CH2:6][CH2:7][C@H:8]1[C@@H:16]2[C@@H:11]([NH:12][C:13]([NH:15]2)=[O:14])[CH2:10][S:9]1)=[O:3].ON1C(=O)CCC1=O.C1(N=C=NC2CCCCC2)CCCCC1.CN(C)C1C=CC(C=CC=O)=CC=1.[NH2:53][CH2:54][CH2:55][CH2:56][CH2:57][O:58][N:59]=[C:60]([O:62][CH2:63][CH3:64])[CH3:61]>CN(C)C=O.C(O)C.CO.C(Cl)(Cl)Cl>[C:2]([NH:53][CH2:54][CH2:55][CH2:56][CH2:57][O:58][N:59]=[C:60]([O:62][CH2:63][CH3:64])[CH3:61])(=[O:3])[CH2:4][CH2:5][CH2:6][CH2:7][C@H:8]1[C@@H:16]2[C@@H:11]([NH:12][C:13]([NH:15]2)=[O:14])[CH2:10][S:9]1. Reported procedure: Biotin (1.0 g, 4.1. mmol) was placed in a 100 mL round-bottom flask and dissolved in 25 mL of anhydrous dimethyl formamide (DMF) (dried by storing over heat activated (120° C. overnight) molecular sieves 4A, 8-12 mesh for 48 hours). To this solution was added N-hydroxy succinimide (0.71 g, 6.2 mmol) and dicyclohexyl carbodiimide (1.0 g, 4.9 mmol). The reaction mixture was stirred at room temperature for 48 hours under nitrogen. Analytical TLC (85:15 chloroform:methanol) of the reaction showed ne... The reactants are C(#N)C1=CC=C(C=O)C=C1 (4-cyanobenzaldehyde), C(C(=O)C)=P(C1=CC=CC=C1)(C1=CC=CC=C1)C1=CC=CC=C1 (acetonylidene-triphenylphosphorane). Solvent: ClCCl (dichloromethane). Yields the product O=C(C=CC1=CC=C(C#N)C=C1)C (4-(3-oxobutenyl)-benzonitrile). The yield is 80.0%. Reaction SMILES: [C:1]([C:3]1[CH:10]=[CH:9][C:6]([CH:7]=O)=[CH:5][CH:4]=1)#[N:2].[CH:11](=P(C1C=CC=CC=1)(C1C=CC=CC=1)C1C=CC=CC=1)[C:12]([CH3:14])=[O:13]>ClCCl>[O:13]=[C:12]([CH3:14])[CH:11]=[CH:7][C:6]1[CH:9]=[CH:10][C:3]([C:1]#[N:2])=[CH:4][CH:5]=1. Procedure details: By stirring 3.02 g of 4-cyanobenzaldehyde and 7.32 g of acetonylidene-triphenylphosphorane in 50 ml of dichloromethane and then recrystallizing from isopropanol, 3.15 g (80%) of 4-(3-oxobutenyl)-benzonitrile is obtained. 1.71 g of it is mixed in 20 ml of dichloromethane with 20 ml of a 0.5 M solution of bromine in dichloromethane. After decolorization, the solvent is drawn off in a vacuum. The remaining oil is refluxed with 0.95 g of imidazole and 7 ml of triethylamine in 40 ml of toluene for 2 ...